This data is from the Open Reaction Database (ORD), a public repository of structured organic reaction records. The task is: describe an organic reaction: reactants, conditions, products, and yield Yields the product C(C)(C)(CC(C)(C)C)C1=CC=C(OCC(C)O)C=C1 (1-(4-tert-octyl-phenoxy)-2-propanol). The reactants are C1(=CC=CC=C1)O (phenol), C(C)(C)(CC(C)(C)C)C1=CC=C(OC(CO)C)C=C1 (2-(4-tert-octyl-phenoxy)-1-propanol), ( 1H ), [13CH4] (carbon-13). Reported procedure: A 250 mL 2-neck flask was charged with 20.6 g (0.10 mol) of 4-tert-octylphenol obtained from Aldrich Chemical Co., a catalytic amount of dry, ground potassium carbonate (1.38 g, 0.010 mol) obtained from EM Science, Inc., a stir bar, and 95%. ethanol (70 mL) under argon. The side arm was then stoppered, and a condenser with an argon inlet was attached to the center neck. Stirring was commenced to dissolve the phenol, then cold propylene oxide (8.4 mL, 7.0 g, 0.12 mol) obtained from Aldrich Chemic... Reaction SMILES: [C:1]1(O)C=CC=CC=1.[13CH4].[C:9]([C:17]1[CH:27]=[CH:26][C:20]([O:21][CH:22](C)[CH2:23][OH:24])=[CH:19][CH:18]=1)([CH2:12][C:13]([CH3:16])([CH3:15])[CH3:14])([CH3:11])[CH3:10]>>[C:9]([C:17]1[CH:18]=[CH:19][C:20]([O:21][CH2:22][CH:23]([OH:24])[CH3:1])=[CH:26][CH:27]=1)([CH2:12][C:13]([CH3:14])([CH3:15])[CH3:16])([CH3:10])[CH3:11].